From a dataset of the Open Reaction Database (ORD), a public repository of structured organic reaction records. describe an organic reaction: reactants, conditions, products, and yield Reactants: [N+](=O)([O-])C1=CC=C(C=C1)OC(CC[C@H]1C(C1)(C1=CC=CC=C1)C1=CC=CC=C1)=O ((R)-2,2-diphenylcyclopropanepropanoic acid 4-nitrophenyl ester), N1=CC(=CC=C1)CCCCN (3-pyridinebutanamine). Solvent: O1CCCC1 (tetrahydrofuran). Product: C1(=CC=CC=C1)C1([C@@H](C1)CCC(=O)NCCCCC=1C=NC=CC1)C1=CC=CC=C1 ((R)-2,2-diphenyl-N-[4-(3-pyridinyl)butyl]cyclopropanepropanamide). Isolated yield 87.1%. RXN SMILES: [N+](C1C=CC([O:10][C:11](=O)[CH2:12][CH2:13][C@@H:14]2[CH2:16][C:15]2([C:23]2[CH:28]=[CH:27][CH:26]=[CH:25][CH:24]=2)[C:17]2[CH:22]=[CH:21][CH:20]=[CH:19][CH:18]=2)=CC=1)([O-])=O.[N:30]1[CH:35]=[CH:34][CH:33]=[C:32]([CH2:36][CH2:37][CH2:38][CH2:39][NH2:40])[CH:31]=1>O1CCCC1>[C:23]1([C:15]2([C:17]3[CH:18]=[CH:19][CH:20]=[CH:21][CH:22]=3)[CH2:16][C@H:14]2[CH2:13][CH2:12][C:11]([NH:40][CH2:39][CH2:38][CH2:37][CH2:36][C:32]2[CH:31]=[N:30][CH:35]=[CH:34][CH:33]=2)=[O:10])[CH:24]=[CH:25][CH:26]=[CH:27][CH:28]=1. Reported procedure: As in Example 141, (R)-2,2-diphenylcyclopropanepropanoic acid 4-nitrophenyl ester (4.8 g) was treated with 3-pyridinebutanamine (1.88 g) in tetrahydrofuran (110 mL) at 25° C. for 2 hours. The crude product, isolated in the normal manner, was purified by HPLC (ethyl acetate-hexane; 9:1) and lyophilized from benzene to give 4.3 g of (R)-2,2-diphenyl-N-[4-(3-pyridinyl)butyl]cyclopropanepropanamide as an oil, [α]D25 +86.4° (c, 1.0, MeOH). Reactants: C1(CCC1)C1=CC(=C(C(=O)N2CCC(CC2)C2=CC=C(C#N)C=C2)C=C1C1=NN=C(N1)C)C (4-(1-(4-cyclobutyl-2-methyl-5-(5-methyl-4H-1,2,4-triazol-3-yl)benzoyl)piperidin-4-yl)benzonitrile), C(CC)(=O)NN (propionohydrazide). Yields the product C1(CCC1)C1=CC(=C(C(=O)N2CCC(CC2)C2=CC=C(C#N)C=C2)C=C1C1=NN=C(N1)CC)C (4-(1-(4-Cyclobutyl-5-(5-ethyl-4H-1,2,4-triazol-3-yl)-2-methylbenzoyl)piperidin-4-yl)benzonitrile). RXN SMILES: [CH:1]1([C:5]2[C:26]([C:27]3[NH:31][C:30]([CH3:32])=[N:29][N:28]=3)=[CH:25][C:8]([C:9]([N:11]3[CH2:16][CH2:15][CH:14]([C:17]4[CH:24]=[CH:23][C:20]([C:21]#[N:22])=[CH:19][CH:18]=4)[CH2:13][CH2:12]3)=[O:10])=[C:7]([CH3:33])[CH:6]=2)[CH2:4][CH2:3][CH2:2]1.[C:34](NN)(=O)CC>>[CH:1]1([C:5]2[C:26]([C:27]3[NH:31][C:30]([CH2:32][CH3:34])=[N:29][N:28]=3)=[CH:25][C:8]([C:9]([N:11]3[CH2:12][CH2:13][CH:14]([C:17]4[CH:24]=[CH:23][C:20]([C:21]#[N:22])=[CH:19][CH:18]=4)[CH2:15][CH2:16]3)=[O:10])=[C:7]([CH3:33])[CH:6]=2)[CH2:4][CH2:3][CH2:2]1. Reported procedure: The title compound was prepared using standard chemical manipulations and procedures similar to those used for the preparation of compound 152 and using propionohydrazide instead of acetohydrazide. m/z (ES+) 454 (M+H)+. 1H NMR (400 MHz, Chloroform-d) δ 7.75-7.43 (m, 3H), 7.40-7.17 (m, 3H), 5.18-4.81 (m, 1H), 4.30-3.91 (m, 1H), 3.84-3.55 (m, 1H), 3.21-2.99 (m, 1H), 2.92-2.69 (m, 4H), 2.40 and 2.32 (2 singlets, amide rotamers, ArCH3, 3H), 2.25-1.84 (m, 7H), 1.83-1.42 (m, 3H), 1.32 (t, 3H).